describe an organic reaction: reactants, conditions, products, and yield From a dataset of the Open Reaction Database (ORD), a public repository of structured organic reaction records. The reactants are O=P(Cl)(Cl)Cl (POCl3), [N+]1(=C2C(=CC=C1)CN(C2)C(=O)OCC)[O-] (ethyl 5H-pyrrolo[3,4-b]pyridine-6(7H)-carboxylate N-oxide). Reaction conditions: temperature 50 celsius. Product: ClC1=C2C(=NC=C1)CN(C2)C(=O)OCC (ethyl 4-chloro-5H-pyrrolo[3,4-b]pyridine-6(7H)-carboxylate). Isolated yield 46.0%. RXN SMILES: O=P(Cl)(Cl)[Cl:3].[N+:6]1([O-])[CH:11]=[CH:10][CH:9]=[C:8]2[CH2:12][N:13]([C:15]([O:17][CH2:18][CH3:19])=[O:16])[CH2:14][C:7]=12>>[Cl:3][C:9]1[CH:10]=[CH:11][N:6]=[C:7]2[CH2:14][N:13]([C:15]([O:17][CH2:18][CH3:19])=[O:16])[CH2:12][C:8]=12. Procedure: POCl3 (20 mL, 218 mmol) was added into ethyl 5H-pyrrolo[3,4-b]pyridine-6(7H)-carboxylate N-oxide (1 g, 4.80 mmol) and heated to 35° C. for 12 hours and 50° C. for another 5 hours. The solvent was evaporated and poured into water. The material was extracted with CH2Cl2, washed with NaHCO3 and brine, dried with Na2SO4, filtered and concentrated. The residue was purified on silica gel to afford the title compound (0.5 g, 45.9% yield).